Dataset: the Open Reaction Database (ORD), a public repository of structured organic reaction records. Task: describe an organic reaction: reactants, conditions, products, and yield Conditions: time 17 hour. Reaction SMILES: [C:1]([O:5][C:6]([NH:8][C@@H:9]([CH2:14][CH2:15][CH2:16][CH3:17])[C:10](=[O:13])[CH2:11]Cl)=[O:7])([CH3:4])([CH3:3])[CH3:2].[CH2:18]([SH:24])[C:19]1[O:23][CH:22]=[CH:21][CH:20]=1.[OH-].[Na+].C(=O)([O-])O.[Na+]>O1CCCC1>[C:1]([O:5][C:6]([NH:8][C@@H:9]([CH2:14][CH2:15][CH2:16][CH3:17])[C:10](=[O:13])[CH2:11][S:24][CH2:18][C:19]1[O:23][CH:22]=[CH:21][CH:20]=1)=[O:7])([CH3:4])([CH3:3])[CH3:2] |f:2.3,4.5|. Starting materials: C(O)([O-])=O.[Na+] (sodium hydrogencarbonate), C(C)(C)(C)OC(=O)N[C@H](C(CCl)=O)CCCC ((s)-3-tert-butoxycarbonylamino-1-chloro-2-heptanone), C(C1=CC=CO1)S (furfurylmercaptan), [OH-].[Na+] (sodium hydroxide). Reported procedure: To a solution of (s)-3-tert-butoxycarbonylamino-1-chloro-2-heptanone (6.54 g) and furfurylmercaptan (3.11 g) in tetrahydrofuran (200 ml) was added 2N sodium hydroxide (13 ml), and the mixture was stirred at room temperature for 17 hours. Then, aqueous sodium hydrogencarbonate was added to the mixture, which was extracted with ethyl acetate. The extract was washed with saturated brine, dried over magnesium sulfate and filtered. The filtrate was concentrated and chromatographed on a silica gel col... The yield is 92.4%. The solvent is O1CCCC1 (tetrahydrofuran). Product: C(C)(C)(C)OC(=O)N[C@H](C(CSCC1=CC=CO1)=O)CCCC ((s)-3-tert-butoxycarbonylamino-1-furfurylthio-2-heptanone).